The task is: describe an organic reaction: reactants, conditions, products, and yield. This data is from the Open Reaction Database (ORD), a public repository of structured organic reaction records. The reactants are Cc1nc2sccn2c1C(=O)NCC1NCC2CCCC21, Cc1nc(C(=O)O)c(-c2cccc(F)c2)s1. Yields the product Cc1nc(C(=O)N2CC3CCCC3C2CNC(=O)c2c(C)nc3sccn23)c(-c2cccc(F)c2)s1. Reaction SMILES: [CH:1]12[CH:2]([CH2:9][NH:10][C:11](=[O:12])[c:13]3[c:14]([CH3:21])[n:15][c:16]4[s:17][cH:18][cH:19][n:20]34)[NH:3][CH2:4][CH:5]1[CH2:6][CH2:7][CH2:8]2.[F:22][c:23]1[cH:24][c:25](-[c:29]2[c:30]([C:35](=[O:36])[OH:37])[n:31][c:32]([CH3:34])[s:33]2)[cH:26][cH:27][cH:28]1>>[CH:1]12[CH:2]([CH2:9][NH:10][C:11](=[O:12])[c:13]3[c:14]([CH3:21])[n:15][c:16]4[s:17][cH:18][cH:19][n:20]34)[N:3]([C:35]([c:30]3[c:29](-[c:25]4[cH:24][c:23]([F:22])[cH:28][cH:27][cH:26]4)[s:33][c:32]([CH3:34])[n:31]3)=[O:36])[CH2:4][CH:5]1[CH2:6][CH2:7][CH2:8]2. Starting materials: C(C)(=O)N1C(C(C2=CC(=C(C=C12)OC)OC)=C(CC)OCC)=O (1-acetyl-3-(1-ethoxy-1-ethyl-methylidene)-5,6-dimethoxy-2-indolinone), CN(C)CC1=CC=C(N)C=C1 (4-(dimethylaminomethyl)-aniline). Yields the product CN(C)CC1=CC=C(N\C(\CC)=C\2/C(NC3=CC(=C(C=C23)OC)OC)=O)C=C1 (3-(Z)-{1-[4-(dimethylaminomethyl)-anilino]-1-ethyl-methylidene}-5,6-dimethoxy-2-indolinone). Reaction SMILES: C([N:4]1[C:12]2[C:7](=[CH:8][C:9]([O:15][CH3:16])=[C:10]([O:13][CH3:14])[CH:11]=2)[C:6](=[C:17](OCC)[CH2:18][CH3:19])[C:5]1=[O:23])(=O)C.[CH3:24][N:25]([CH2:27][C:28]1[CH:34]=[CH:33][C:31]([NH2:32])=[CH:30][CH:29]=1)[CH3:26]>>[CH3:26][N:25]([CH2:27][C:28]1[CH:34]=[CH:33][C:31]([NH:32]/[C:17](=[C:6]2\[C:5](=[O:23])[NH:4][C:12]3[C:7]\2=[CH:8][C:9]([O:15][CH3:16])=[C:10]([O:13][CH3:14])[CH:11]=3)/[CH2:18][CH3:19])=[CH:30][CH:29]=1)[CH3:24]. Procedure details: Prepared from 1-acetyl-3-(1-ethoxy-1-ethyl-methylidene)-5,6-dimethoxy-2-indolinone and 4-(dimethylaminomethyl)-aniline Starting materials: COC=1C=C(C=CC1)C1CNCCC1 (3-(3-methoxyphenyl)piperidine), O=C(CCCCl)C1=CC=C(C=C1)F (4-oxo-4-(4-fluorophenyl)butyl chloride), C([O-])([O-])=O.[K+].[K+] (potassium carbonate). Run in C(C(C)C)C(=O)C (methyl isobutyl ketone). Product: O=C(CCCN1CC(CCC1)C1=CC(=CC=C1)OC)C1=CC=C(C=C1)F (1-(4-Oxo-4-[4-fluorophenyl]butyl)-3-(3-methoxyphenyl)piperidine). The yield is 39.4%. As a reaction SMILES: [CH3:1][O:2][C:3]1[CH:4]=[C:5]([CH:9]2[CH2:14][CH2:13][CH2:12][NH:11][CH2:10]2)[CH:6]=[CH:7][CH:8]=1.[O:15]=[C:16]([C:21]1[CH:26]=[CH:25][C:24]([F:27])=[CH:23][CH:22]=1)[CH2:17][CH2:18][CH2:19]Cl.C(=O)([O-])[O-].[K+].[K+]>C(C(C)=O)C(C)C>[O:15]=[C:16]([C:21]1[CH:22]=[CH:23][C:24]([F:27])=[CH:25][CH:26]=1)[CH2:17][CH2:18][CH2:19][N:11]1[CH2:12][CH2:13][CH2:14][CH:9]([C:5]2[CH:6]=[CH:7][CH:8]=[C:3]([O:2][CH3:1])[CH:4]=2)[CH2:10]1 |f:2.3.4|. Reported procedure: A mixture of 1.9 g (0.01 mole) of 3-(3-methoxyphenyl)piperidine, 4.0 g (3.3 ml, 0.02 mole) of 4-oxo-4-(4-fluorophenyl)butyl chloride, 27.6 g (0.20 mole) of potassium carbonate and 75 ml of methyl isobutyl ketone was heated under reflux for ca. 40 hours. The reaction mixture was then poured onto ice-water and the resulting mixture was extracted with ethyl acetate. The combined extracts were washed with water, followed by saturated sodium chloride solution, and then they were dried and evaporated ... Reactants: acetylenic carbinol, CC=1C(C(CCC1)(C)C)C(C#CC)=O (2,6,6-trimethyl-1-tetrolyl-2-cyclohexene), ( δ ). The solvent is CO (carbinol). Product: CC=1C(C(CCC1)(C)C)C(\C=C/C)=O (Cis-2,6,6-trimethyl-1-crotonoyl-2-cyclohexene). As a reaction SMILES: [CH3:1][C:2]1[CH:3]([C:10](=[O:14])[C:11]#[C:12][CH3:13])[C:4]([CH3:9])([CH3:8])[CH2:5][CH2:6][CH:7]=1>CO>[CH3:1][C:2]1[CH:3]([C:10](=[O:14])/[CH:11]=[CH:12]\[CH3:13])[C:4]([CH3:8])([CH3:9])[CH2:5][CH2:6][CH:7]=1. Reported procedure: The acetylenic carbinol which was obtained as described above under paragraph b) was oxidised as described for its isomer in Example 18, paragraph c). Thus, 1.38 g. of carbinol gave 0.9 g. (66 %) of 2,6,6-trimethyl-1-tetrolyl-2-cyclohexene, b.p. 100°-105°/0.7 Torr. NMR spectrum (CCl4): 0.96 (6 H, d badly resolved), 1.52 (3 H, m), 2.0 (3 H, s), 5.57 (1 H, m), 2.66 (1 H, m) ppm (δ). Starting materials: Cc1ccc(N)c(Br)c1, O=S(=O)(Cl)c1ccc2ncsc2c1. Yields the product Cc1ccc(NS(=O)(=O)c2ccc3ncsc3c2)c(Br)c1. As a reaction SMILES: [Br:1][c:2]1[c:3]([NH2:4])[cH:5][cH:6][c:7]([CH3:9])[cH:8]1.[s:10]1[cH:11][n:12][c:13]2[c:14]1[cH:15][c:16]([S:19](=[O:20])(=[O:21])[Cl:22])[cH:17][cH:18]2>>[Br:1][c:2]1[c:3]([NH:4][S:19]([c:16]2[cH:15][c:14]3[s:10][cH:11][n:12][c:13]3[cH:18][cH:17]2)(=[O:20])=[O:21])[cH:5][cH:6][c:7]([CH3:9])[cH:8]1. Reactants: [BH4-], COc1ccc(CNc2cccc(CCCCC(=O)C=Cc3cnc(C)nc3)n2)cc1, CO, [Na+]. Product: COc1ccc(CNc2cccc(CCCCC(O)C=Cc3cnc(C)nc3)n2)cc1. RXN SMILES: [BH4-:32].[CH3:1][O:2][c:3]1[cH:4][cH:5][c:6]([CH2:7][NH:8][c:9]2[cH:10][cH:11][cH:12][c:13]([CH2:15][CH2:16][CH2:17][CH2:18][C:19]([CH:20]=[CH:21][c:22]3[cH:23][n:24][c:25]([CH3:28])[n:26][cH:27]3)=[O:29])[n:14]2)[cH:30][cH:31]1.[CH3:34][OH:35].[Na+:33]>>[CH3:1][O:2][c:3]1[cH:4][cH:5][c:6]([CH2:7][NH:8][c:9]2[cH:10][cH:11][cH:12][c:13]([CH2:15][CH2:16][CH2:17][CH2:18][CH:19]([CH:20]=[CH:21][c:22]3[cH:23][n:24][c:25]([CH3:28])[n:26][cH:27]3)[OH:29])[n:14]2)[cH:30][cH:31]1. Starting materials: O1C=NC=C1C1=NC=CC=C1 (2-(oxazol-5-yl)pyridine), C(CCC)(=O)Cl (Butyryl chloride), [Li]CCCC (n-BuLi). The reagents and catalysts are [Cl-].[Cl-].[Zn+2] (ZnCl2). Solvent: C1CCOC1 (THF), CCOC(=O)C (EtOAc). Conditions: time 20 minute. Yields the product EtOAc-hexanes, N1=C(C=CC=C1)C1=CN=C(O1)C(CCC)=O (1-(5-(pyridin-2-yl)oxazol-2-yl)butan-1-one). Yield: 46.3%. As a reaction SMILES: [O:1]1[C:5]([C:6]2[CH:11]=[CH:10][CH:9]=[CH:8][N:7]=2)=[CH:4][N:3]=[CH:2]1.[Li]CCCC.[C:17](Cl)(=[O:21])[CH2:18][CH2:19][CH3:20]>C1COCC1.CCOC(C)=O.[Cl-].[Cl-].[Zn+2]>[N:7]1[CH:8]=[CH:9][CH:10]=[CH:11][C:6]=1[C:5]1[O:1][C:2]([C:17](=[O:21])[CH2:18][CH2:19][CH3:20])=[N:3][CH:4]=1 |f:5.6.7|. Reported procedure: (193) A solution of 2-(oxazol-5-yl)pyridine (98 mg, 0.67 mmol) in anhydrous THF (5 mL) cooled to −75° C. under N2 was treated with n-BuLi (2.5 M in hexanes, 1.1 equiv, 0.74 mmol, 0.3 mL), and stirred for 20 min. ZnCl2 (0.5 M in THF, 2.0 equiv, 1.34 mmol, 2.7 mL) was added at −75° C., and stirred for 45 min at 0° C. Cul (1.0 equiv, 0.67 mmol, 128 mg) was added, and the solution was stirred for 10 min at 0° C. Butyryl chloride (2.0 equiv, 1.34 mmol, 143 mg, 0.14 mL) was added and the solution was ... Reactants: N1(C=NC=C1)CC1=C(N=C2N1C=C(C=C2)C)C2=CC=C(C=C2)C (3-((1H-imidazol-1-yl)methyl)-6-methyl-2-p-tolylimidazo[1,2-a]pyridine), Cl.ClC=1C=CC=2N(C1)C(=C(N2)C2=CC=C(C=C2)Cl)CCl (6-chloro-3-(chloromethyl)-2-(4-chlorophenyl)imidazo[1,2-a]pyridine hydrochloride), N1N=CN=C1C(=O)OC(C)C (isopropyl 1H-1,2,4-triazole-5-carboxylate). Product: C(C)(C)OC(=O)C=1N(N=CN1)CC1=C(N=C2N1C=C(C=C2)Cl)C2=CC=C(C=C2)Cl (2-[6-Chloro-2-(4-chloro-phenyl)-imidazo[1,2-a]pyridin-3-ylmethyl]-2H-[1,2,4]triazole-3-carboxylic acid isopropyl ester). RXN SMILES: N1(CC2N3C=C(C)C=CC3=NC=2C2C=CC(C)=CC=2)C=CN=C1.Cl.[Cl:25][C:26]1[CH:27]=[CH:28][C:29]2[N:30]([C:32]([CH2:42]Cl)=[C:33]([C:35]3[CH:40]=[CH:39][C:38]([Cl:41])=[CH:37][CH:36]=3)[N:34]=2)[CH:31]=1.[NH:44]1[C:48]([C:49]([O:51][CH:52]([CH3:54])[CH3:53])=[O:50])=[N:47][CH:46]=[N:45]1>>[CH:52]([O:51][C:49]([C:48]1[N:44]([CH2:42][C:32]2[N:30]3[CH:31]=[C:26]([Cl:25])[CH:27]=[CH:28][C:29]3=[N:34][C:33]=2[C:35]2[CH:36]=[CH:37][C:38]([Cl:41])=[CH:39][CH:40]=2)[N:45]=[CH:46][N:47]=1)=[O:50])([CH3:54])[CH3:53] |f:1.2|. Procedure: The title compound was prepared according to Method A and the experimentals described for compound 1 from 6-chloro-3-(chloromethyl)-2-(4-chlorophenyl)imidazo[1,2-a]pyridine hydrochloride and isopropyl 1H-1,2,4-triazole-5-carboxylate. m/e+ 430 for C20H18Cl2N5O2 [M+H]+; 1H-NMR (300 MHz, CDCl3) δ 8.41 (dd, J=0.9, 1.8 Hz, 1H), 8.01 (s, 1H), 7.82 (dd, J=2.1, 6.6 Hz, 2H), 7.64 (dd, J=0.9, 9.3 Hz, 1H), 7.46 (dd, J=2.1, 6.6 Hz, 2H), 7.28 (dd, J=1.8, 9.3 Hz, 1H), 6.21 (s, 2H), 5.38 (m, 1H), 1.50 (d, J=6.... The reactants are C(#N)C=C(OC)OC (1-cyano-2,2-bis methoxyethylene), CC=1N=CNC1CSCCN (4-methyl-5-[(2-aminoethyl)thiomethyl]imidazole). The product is C(#N)C=C(NCCSCC1=C(N=CN1)C)OC (1-cyano-2-methoxy-2-[2-((4-methyl-5-imidazolyl)methylthio)ethylamino]ethylene). Reaction SMILES: [C:1]([CH:3]=[C:4](OC)[O:5][CH3:6])#[N:2].[CH3:9][C:10]1[N:11]=[CH:12][NH:13][C:14]=1[CH2:15][S:16][CH2:17][CH2:18][NH2:19]>>[C:1]([CH:3]=[C:4]([O:5][CH3:6])[NH:19][CH2:18][CH2:17][S:16][CH2:15][C:14]1[NH:13][CH:12]=[N:11][C:10]=1[CH3:9])#[N:2]. Reported procedure: Reaction of 1-cyano-2,2-bis methoxyethylene (J.A.C.S., 1949, 71, 47) with 4-methyl-5-[(2-aminoethyl)thiomethyl]imidazole by the procedure of Example 8(i) yields 1-cyano-2-methoxy-2-[2-((4-methyl-5-imidazolyl)methylthio)ethylamino]ethylene. The reactants are OC1CN(CCC1)C (3-hydroxy-1-methylpiperidine), IC (iodomethane), C(Cl)Cl (methylene chloride). Product: [Cl-].C[N+]1(CC(CCC1)O)C (1,1-Dimethyl-3-hydroxypiperidinium Chloride). As a reaction SMILES: [OH:1][CH:2]1[CH2:7][CH2:6][CH2:5][N:4]([CH3:8])[CH2:3]1.IC.[CH2:11](Cl)[Cl:12]>>[Cl-:12].[CH3:8][N+:4]1([CH3:11])[CH2:5][CH2:6][CH2:7][CH:2]([OH:1])[CH2:3]1 |f:3.4|. Procedure: 3-hydroxy-1-methylpiperidine (21.7 g, 0.188 mol), iodomethane (40.0 g, 0.280 mol) and methylene chloride (50 ml).